From a dataset of the Open Reaction Database (ORD), a public repository of structured organic reaction records. describe an organic reaction: reactants, conditions, products, and yield Reactants: CCc1ccccc1S(=O)(=O)c1cc(NC(C)=O)c2ncccc2c1[N+](=O)[O-], C1COCCO1, CCOC(C)=O, Cl, [Na+], [Na+], O=C([O-])[O-]. Product: CCc1ccccc1S(=O)(=O)c1cc(N)c2ncccc2c1[N+](=O)[O-]. As a reaction SMILES: [CH2:1]([CH3:2])[c:3]1[c:4]([S:9](=[O:10])(=[O:11])[c:12]2[c:13]([N+:26](=[O:27])[O-:28])[c:14]3[cH:15][cH:16][cH:17][n:18][c:19]3[c:20]([NH:22][C:23](=[O:24])[CH3:25])[cH:21]2)[cH:5][cH:6][cH:7][cH:8]1.[CH2:29]1[O:30][CH2:31][CH2:32][O:33][CH2:34]1.[CH3:41][CH2:42][O:43][C:44](=[O:45])[CH3:46].[ClH:47].[Na+:35].[Na+:36].[O-:37][C:38](=[O:39])[O-:40]>>[CH2:1]([CH3:2])[c:3]1[c:4]([S:9](=[O:10])(=[O:11])[c:12]2[c:13]([N+:26](=[O:27])[O-:28])[c:14]3[cH:15][cH:16][cH:17][n:18][c:19]3[c:20]([NH2:22])[cH:21]2)[cH:5][cH:6][cH:7][cH:8]1. Starting materials: C(C(=O)Cl)(=O)Cl (oxalyl chloride), CCN(C(C)C)C(C)C (DIPEA), C(CCC)NCCCC (dibutylamine). The solvent is C1CCOC1 (THF). Run at time 5 minute. Yields the product C(CCC)N(CCCC)C(C(=O)Cl)=O ((dibutylamino)oxoacetyl chloride). Reaction SMILES: [C:1](Cl)(=[O:5])[C:2]([Cl:4])=[O:3].CCN(C(C)C)C(C)C.[CH2:16]([NH:20][CH2:21][CH2:22][CH2:23][CH3:24])[CH2:17][CH2:18][CH3:19]>C1COCC1>[CH2:16]([N:20]([C:1](=[O:5])[C:2]([Cl:4])=[O:3])[CH2:21][CH2:22][CH2:23][CH3:24])[CH2:17][CH2:18][CH3:19]. Reported procedure: To a 0° solution of oxalyl chloride (479 mL, 5.49 mmol) in THF (10 mL) under nitrogen was added DIPEA (2.28 mL, 13.07 mmol) and dibutylamine (925 mL, 5.49 mmol). The resulting mixture was stirred at 0° for 5 min, whereby (dibutylamino)oxoacetyl chloride is formed, then transferred via syringe to a solution of 4-(4-aminophenyl)-2-aminothiazole (corresponding to the deprotected title compound of either Example 1 (a) or 1 (b)). The resulting mixture was stirred under nitrogen for 4 h, after which t... The product is Nc1cccc(CCO)c1. Reaction SMILES: [CH3:17][OH:18].[CH:13]([O-:14])=[O:15].[N+:1]([O-:2])(=[O:3])[c:4]1[cH:5][c:6]([CH2:10][CH2:11][OH:12])[cH:7][cH:8][cH:9]1.[NH4+:16]>>[NH2:1][c:4]1[cH:5][c:6]([CH2:10][CH2:11][OH:12])[cH:7][cH:8][cH:9]1. Starting materials: CO, O=C[O-], O=[N+]([O-])c1cccc(CCO)c1, [NH4+]. Yields the product FC1=C(C=CC(=C1)I)N1C(NC(C=C1N=CN(C)C)=O)=O (N′-[3-(2-fluoro-4-iodophenyl)-2,6-dioxo-1,2,3,6-tetrahydropyrimidin-4-yl]-N,N-dimethylformamidine). RXN SMILES: [NH2:1][C:2]1[N:7]([C:8]2[CH:13]=[CH:12][C:11]([I:14])=[CH:10][C:9]=2[F:15])[C:6](=[O:16])[NH:5][C:4](=[O:17])[CH:3]=1.[CH3:18][N:19]([CH3:22])[CH:20]=O.CN(C(OC)OC)C.C(O)(C)C>O>[F:15][C:9]1[CH:10]=[C:11]([I:14])[CH:12]=[CH:13][C:8]=1[N:7]1[C:2]([N:1]=[CH:18][N:19]([CH3:22])[CH3:20])=[CH:3][C:4](=[O:17])[NH:5][C:6]1=[O:16]. Isolated yield 67.7%. Solvent: O (water). Reaction conditions: time 4.5 hour. Procedure: To a mixture (21.8 g) of 6-amino-1-(2-fluoro-4-iodophenyl)-1H-pyrimidine-2,4-dione 80 and 78 was added N,N-dimethylformamide (42.0 ml) and N,N-dimethylformamidedimethylacetal (21.0 ml) and the mixture was stirred at room temperature for 4.5 hrs. With stirring at room temperature, isopropyl alcohol (20.0 ml) was added, and water (100 ml) was added dropwise. The mixture was stirred at room temperature for 45 min, and the precipitated crystals were collected by filtration, washed with water and dri... Reactants: NC1=CC(NC(N1C1=C(C=C(C=C1)I)F)=O)=O (6-amino-1-(2-fluoro-4-iodophenyl)-1H-pyrimidine-2,4-dione), CN(C=O)C (N,N-dimethylformamide), CN(C)C(OC)OC (N,N-dimethylformamidedimethylacetal), C(C)(C)O (isopropyl alcohol). Solvent: C(C)O (ethanol). The reactants are C(C)(=O)OCC.N1=C(C=CC=C1)CC(=O)O.O (ethyl acetate pyridine-acetic acid water), O (water), S(O)(O)(=O)=O (sulfuric acid), C(C1=CC=CC=C1)OC(=O)N([C@H](CC1=CC=CC=C1)C(=O)N1[C@H](C(=O)N[C@@H](CCCNC(NC(=O)OCC2=CC=CC=C2)=N)C=O)CCC1)C (N-benzyloxycarbonyl-N-methyl-D-phenylalanyl-L-prolyl-Nω -benzyloxycarbonyl-L-arginine-aldehyde). Product: S(=O)(=O)(O)O.CN[C@H](CC1=CC=CC=C1)C(=O)N1[C@H](C(=O)N[C@@H](CCCNC(N)=N)C=O)CCC1 (N-Methyl-D-phenylalanyl-L-prolyl-L-arginine-aldehyde sulfate). As a reaction SMILES: C(O[C:9]([N:11](C)[C@@H:12]([C:20]([N:22]1[CH2:49][CH2:48][CH2:47][C@H:23]1[C:24]([NH:26][C@H:27]([CH:45]=[O:46])[CH2:28][CH2:29][CH2:30][NH:31][C:32](=[NH:44])[NH:33]C(OCC1C=CC=CC=1)=O)=[O:25])=[O:21])[CH2:13][C:14]1[CH:19]=[CH:18][CH:17]=[CH:16][CH:15]=1)=O)C1C=CC=CC=1.O.[S:52](=[O:56])(=[O:55])([OH:54])[OH:53].C(OCC)(=O)C.N1C=CC=CC=1CC(O)=O.O>C(O)C.[Pd]>[S:52]([OH:56])([OH:55])(=[O:54])=[O:53].[CH3:9][NH:11][C@@H:12]([C:20]([N:22]1[CH2:49][CH2:48][CH2:47][C@H:23]1[C:24]([NH:26][C@H:27]([CH:45]=[O:46])[CH2:28][CH2:29][CH2:30][NH:31][C:32](=[NH:33])[NH2:44])=[O:25])=[O:21])[CH2:13][C:14]1[CH:15]=[CH:16][CH:17]=[CH:18][CH:19]=1 |f:3.4.5,8.9|. Procedure: 23.1 g (0.03 mole) of N-benzyloxycarbonyl-N-methyl-D-phenylalanyl-L-prolyl-Nω -benzyloxycarbonyl-L-arginine-aldehyde (Example 1, Step 2) are dissolved in 150 ml of ethanol, 50 ml of deionized water and 48 ml of N sulfuric acid are added and the mixture is submitted to hydrogenolysis in the presence of 3 g of a 10 percent Pd/C catalyst. The progress of the hydrogenolysis is monitored by thin-layer chromatography in a developing solvent of ethyl acetate-pyridine-acetic acid-water-30:20:6:11 (Rf va... Reagents/catalysts: [Pd] (Pd/C). Reactants: COC=1C=C(C=O)C=C(C1O)OC (3,5-dimethoxy-4-hydroxybenzaldehyde), N1C(=O)NC(=O)C1 (hydantoin), μ-alanine. The product is COC=1C=C(C=C(C1O)OC)C=C1C(NC(N1)=O)=O (5-[(3,5-Dimethoxy-4-hydroxyphenyl)methylene]-2,4-imidazolidinedione). Isolated yield 75.7%. Reaction SMILES: [CH3:1][O:2][C:3]1[CH:4]=[C:5]([CH:8]=[C:9]([O:12][CH3:13])[C:10]=1[OH:11])[CH:6]=O.[NH:14]1[CH2:20][C:18](=[O:19])[NH:17][C:15]1=[O:16]>>[CH3:1][O:2][C:3]1[CH:4]=[C:5]([CH:6]=[C:20]2[NH:14][C:15](=[O:16])[NH:17][C:18]2=[O:19])[CH:8]=[C:9]([O:12][CH3:13])[C:10]=1[OH:11]. Procedure: Prepared according to the procedure described in Example 90 using 3,5-dimethoxy-4-hydroxybenzaldehyde (5.6 g, 30 mmoles), hydantoin (3.0 g, 30 mmoles), and μ-alanine (1.4 g, 16 mmoles), to afford the pure product (6.0 g), mp 296°-297° C. As a reaction SMILES: [N+:1]([C:4]1[CH:9]=[CH:8][C:7]([C:10](=O)[C:11](=[N:16][NH:17][C:18]2[CH:23]=[CH:22][C:21]([S:24]([OH:27])(=[O:26])=[O:25])=[CH:20][CH:19]=2)[C:12]([O:14]C)=O)=[CH:6][CH:5]=1)([O-:3])=[O:2].[F:29][C:30]1[CH:35]=[CH:34][C:33]([NH:36][NH2:37])=[CH:32][CH:31]=1.Cl>C(O)C>[N+:1]([C:4]1[CH:9]=[CH:8][C:7]([C:10]2[C:11](=[N:16][NH:17][C:18]3[CH:19]=[CH:20][C:21]([S:24]([OH:27])(=[O:25])=[O:26])=[CH:22][CH:23]=3)[C:12](=[O:14])[N:36]([C:33]3[CH:34]=[CH:35][C:30]([F:29])=[CH:31][CH:32]=3)[N:37]=2)=[CH:6][CH:5]=1)([O-:3])=[O:2]. The product is [N+](=O)([O-])C1=CC=C(C=C1)C1=NN(C(C1=NNC1=CC=C(C=C1)S(=O)(=O)O)=O)C1=CC=C(C=C1)F (4-((1,5-dihydro-3-(4-nitrophenyl)-5-oxo-1-(4-fluorophenyl)-4H-pyrazol-4-ylidene)-hydrazino)-benzenesulfonic acid), solid. The reactants are FC1=CC=C(C=C1)NN (4-fluorophenylhydrazine), Cl (hydrochloric acid), crude product, [N+](=O)([O-])C1=CC=C(C=C1)C(C(C(=O)OC)=NNC1=CC=C(C=C1)S(=O)(=O)O)=O (methyl 3-(4-nitrophenyl)-3-oxo-2-(2-(4-sulfophenyl)hydrazono)-propanoate). Yield: 82.0%. Run in C(C)O (ethanol). Procedure: The crude product methyl 3-(4-nitrophenyl)-3-oxo-2-(2-(4-sulfophenyl)hydrazono)-propanoate (200 mg, 0.49 mmol) (synthesized as described for 11-1) was dissolved in ethanol (10 ml), and 4-fluorophenylhydrazine (96 mg, 0.59 mmol) and hydrochloric acid (37%, 0.2 ml) were added. The product 4-((1,5-dihydro-3-(4-nitrophenyl)-5-oxo-1-(4-fluorophenyl)-4H-pyrazol-4-ylidene)-hydrazino)-benzenesulfonic acid was isolated by filtration as a brown solid (yield 82%). Reactants: C(=O)([O-])[O-].[K+].[K+] (K2CO3), C(CCC)O/C=C/C1=NC(=NC=C1C)Cl (4-[(E)-2-butoxyethenyl]-2-chloro-5-methylpyrimidine), C(CCC)O/C=C/C1=NC(=NC=C1C)Cl (4-[(E)-2-butoxyethenyl]-2-chloro-5-methylpyrimidine), [I-].N[N+]1=CC=CC=C1 (1-aminopyridinium iodide), C(Cl)Cl (CH2Cl2). Run in CN(C)C=O (DMF), CCOC(=O)C (EtOAc). Reaction conditions: time 3 day. Yields the product ClC1=NC=C(C(=N1)C=1C=NN2C1C=CC=C2)C (3-(2-Chloro-5-methylpyrimidin-4-yl)pyrazolo[1,5-a]pyridine). Isolated yield 29.6%. RXN SMILES: C([O-])([O-])=O.[K+].[K+].C(O/[CH:12]=[CH:13]/[C:14]1[C:19]([CH3:20])=[CH:18][N:17]=[C:16]([Cl:21])[N:15]=1)CCC.[I-].[NH2:23][N+:24]1[CH:29]=[CH:28][CH:27]=[CH:26][CH:25]=1.C(Cl)Cl>CN(C=O)C.CCOC(C)=O>[Cl:21][C:16]1[N:15]=[C:14]([C:13]2[CH:12]=[N:23][N:24]3[CH:29]=[CH:28][CH:27]=[CH:26][C:25]=23)[C:19]([CH3:20])=[CH:18][N:17]=1 |f:0.1.2,4.5|. Reported procedure: K2CO3 (10.60 g, 76.68 mmol) was added to a mixture of 4-[(E)-2-butoxyethenyl]-2-chloro-5-methylpyrimidine (Intermediate 6, 6.95 g, 30.67 mmol) and 1-aminopyridinium iodide (9.19 g, 41.40 mmol) in DMF (40 mL) at r.t. The resulting dark blue suspension was stirred at r.t. for 3 days (became deep red color) and was then heated at 110° C. for 3 h. The mixture was then cooled, diluted with EtOAc (100 mL) plus a little CH2Cl2. This solution was washed with water (100 mL) and the aqueous wash solution ... Starting materials: Cl (HCl), [OH-].[Na+] (Sodium hydroxide), aqueous solution, C[C@H]1N(CCOC1)C1=NC(=NC(=C1)C1(CC1)S(=O)(=N)C)C1=C2C(=NC=C1)N(C=C2)S(=O)(=O)C2=CC=C(C)C=C2 ((3R)-3-Methyl-4-(6-(1-(S-methylsulfonimidoyl)cyclopropyl)-2-(1-tosyl-1H-pyrrolo[2,3-b]pyridin-4-yl)pyrimidin-4-yl)morpholine). Solvent: COCCOC.O (DME water). Run at temperature 50 celsius, time 18 hour. The product is C[C@H]1N(CCOC1)C1=NC(=NC(=C1)C1(CC1)[S@@](=O)(=N)C)C1=C2C(=NC=C1)NC=C2 (4-{4-[(3R)-3-Methylmorpholin-4-yl]-6-[1-((R)—S-methylsulfonimidoyl)cyclopropyl]pyrimidin-2-yl}-1H-pyrrolo[2,3-b]pyridine). RXN SMILES: [CH3:1][C@@H:2]1[CH2:7][O:6][CH2:5][CH2:4][N:3]1[C:8]1[CH:13]=[C:12]([C:14]2([S:17]([CH3:20])(=[NH:19])=[O:18])[CH2:16][CH2:15]2)[N:11]=[C:10]([C:21]2[CH:26]=[CH:25][N:24]=[C:23]3[N:27](S(C4C=CC(C)=CC=4)(=O)=O)[CH:28]=[CH:29][C:22]=23)[N:9]=1.[OH-].[Na+].Cl>COCCOC.O>[CH3:1][C@@H:2]1[CH2:7][O:6][CH2:5][CH2:4][N:3]1[C:8]1[CH:13]=[C:12]([C:14]2([S@:17]([CH3:20])(=[NH:19])=[O:18])[CH2:16][CH2:15]2)[N:11]=[C:10]([C:21]2[CH:26]=[CH:25][N:24]=[C:23]3[NH:27][CH:28]=[CH:29][C:22]=23)[N:9]=1 |f:1.2,4.5|. Procedure: (3R)-3-Methyl-4-(6-(1-(S-methylsulfonimidoyl)cyclopropyl)-2-(1-tosyl-1H-pyrrolo[2,3-b]pyridin-4-yl)pyrimidin-4-yl)morpholine (1.67 g, 2.95 mmol) was dissolved in DME:water 4:1 (60 ml) and heated to 50° C. Sodium hydroxide, 2M aqueous solution (2.58 ml, 5.16 mmol) was then added and heating continued for 18 hours. The reaction mixture was acidified with 2M HCl (˜2 ml) to pH5. The reaction mixture was evaporated to dryness and the residue dissolved in EtOAc (250 ml), and washed with water (200 ml)... The reactants are CC(C)OB(OC(C)C)OC(C)C, O=C([O-])[O-], CC(=O)[O-], CC(=O)[O-], [Li]CCCC, C1CCOC1, Clc1cccc2ccsc12, Clc1ccnc(Cl)n1, [Na+], [Na+], [Pd+2]. Yields the product Clc1nccc(-c2cc3cccc(Cl)c3s2)n1. Reaction SMILES: [B:11]([O:12][CH:13]([CH3:14])[CH3:15])([O:16][CH:17]([CH3:18])[CH3:19])[O:20][CH:21]([CH3:22])[CH3:23].[C:37](=[O:38])([O-:39])[O-:40].[C:48]([O-:49])(=[O:50])[CH3:51].[C:53]([O-:54])(=[O:55])[CH3:56].[CH2:24]([Li:25])[CH2:26][CH2:27][CH3:28].[CH2:43]1[O:44][CH2:45][CH2:46][CH2:47]1.[Cl:1][c:2]1[cH:3][cH:4][cH:5][c:6]2[c:7]1[s:8][cH:9][cH:10]2.[Cl:29][c:30]1[n:31][cH:32][cH:33][c:34]([Cl:36])[n:35]1.[Na+:41].[Na+:42].[Pd+2:52]>>[Cl:1][c:2]1[cH:3][cH:4][cH:5][c:6]2[c:7]1[s:8][c:9](-[c:34]1[cH:33][cH:32][n:31][c:30]([Cl:29])[n:35]1)[cH:10]2.